describe an organic reaction: reactants, conditions, products, and yield From a dataset of the Open Reaction Database (ORD), a public repository of structured organic reaction records. Reactants: CCOC(=O)c1cc2cc(OC(C)=O)ccc2n1Cc1ccc(Cl)c(Cl)c1, CC[O-], CCO, [Na+]. Yields the product CCOC(=O)c1cc2cc(O)ccc2n1Cc1ccc(Cl)c(Cl)c1. Reaction SMILES: [C:5](=[O:6])([CH3:7])[O:8][c:9]1[cH:10][c:11]2[cH:12][c:13]([C:27](=[O:28])[O:29][CH2:30][CH3:31])[n:14]([CH2:18][c:19]3[cH:20][c:21]([Cl:26])[c:22]([Cl:25])[cH:23][cH:24]3)[c:15]2[cH:16][cH:17]1.[CH3:2][CH2:3][O-:4].[CH3:32][CH2:33][OH:34].[Na+:1]>>[OH:8][c:9]1[cH:10][c:11]2[cH:12][c:13]([C:27](=[O:28])[O:29][CH2:30][CH3:31])[n:14]([CH2:18][c:19]3[cH:20][c:21]([Cl:26])[c:22]([Cl:25])[cH:23][cH:24]3)[c:15]2[cH:16][cH:17]1. The reactants are O=C1SCC(=N1)NCC(=O)OC(C)(C)C (tert-butyl N-(2-oxo-2,5-dihydro-1,3-thiazol-4-yl)glycinate), FC(C1=C(CN2CCC(CC2)C=O)C=CC(=C1)C(F)(F)F)(F)F (1-[2,4-bis(trifluoromethyl)benzyl]piperidine-4-carbaldehyde), C(C)(=O)[O-].[NH2+]1CCCCC1 (piperidinium acetate). The solvent is CC(C)O (2-propanol). Reaction conditions: temperature 70 celsius, time 3 hour. The product is FC(C1=C(CN2CCC(CC2)\C=C/2\C(=NC(S2)=O)NCC(=O)OC(C)(C)C)C=CC(=C1)C(F)(F)F)(F)F (tert-butyl N-[(5Z)-5-({1-[2,4-bis(trifluoromethyl)benzyl]piperidin-4-yl}methylidene)-2-oxo-2,5-dihydro-1,3-thiazol-4-yl]glycinate). Isolated yield 64.6%. RXN SMILES: [O:1]=[C:2]1[N:6]=[C:5]([NH:7][CH2:8][C:9]([O:11][C:12]([CH3:15])([CH3:14])[CH3:13])=[O:10])[CH2:4][S:3]1.[F:16][C:17]([F:38])([F:37])[C:18]1[CH:32]=[C:31]([C:33]([F:36])([F:35])[F:34])[CH:30]=[CH:29][C:19]=1[CH2:20][N:21]1[CH2:26][CH2:25][CH:24]([CH:27]=O)[CH2:23][CH2:22]1.C([O-])(=O)C.[NH2+]1CCCCC1>CC(O)C>[F:38][C:17]([F:16])([F:37])[C:18]1[CH:32]=[C:31]([C:33]([F:36])([F:35])[F:34])[CH:30]=[CH:29][C:19]=1[CH2:20][N:21]1[CH2:26][CH2:25][CH:24](/[CH:27]=[C:4]2/[C:5]([NH:7][CH2:8][C:9]([O:11][C:12]([CH3:15])([CH3:14])[CH3:13])=[O:10])=[N:6][C:2](=[O:1])[S:3]/2)[CH2:23][CH2:22]1 |f:2.3|. Procedure: To a solution of tert-butyl N-(2-oxo-2,5-dihydro-1,3-thiazol-4-yl)glycinate (4.41 g) and 1-[2,4-bis(trifluoromethyl)benzyl]piperidine-4-carbaldehyde (5.00 g) in 2-propanol (50 mL) was added piperidinium acetate (2.14 g). The reaction mixture was stirred at 70° C. for 3 hr and concentrated under reduced pressure. The residue was purified by silica gel column chromatography (ethyl acetate/hexane) and recrystallized from ethyl acetate/heptane to give the title compound (5.25 g).